From a dataset of the Open Reaction Database (ORD), a public repository of structured organic reaction records. describe an organic reaction: reactants, conditions, products, and yield Reactants: CC1=C(C=C(S1)C(=O)OC)[N+](=O)[O-] (methyl 5-methyl-4-nitrothiophene-2-carboxylate), CO (methanol). Reagents/catalysts: [C].[Pd] (palladium-carbon). Run in O1CCCC1 (tetrahydrofuran). Run at temperature 50 celsius, time 8 hour. Yields the product NC=1C=C(SC1C)C(=O)OC (methyl 4-amino-5-methylthiophene-2-carboxylate). The yield is 71.7%. RXN SMILES: [CH3:1][C:2]1[S:6][C:5]([C:7]([O:9][CH3:10])=[O:8])=[CH:4][C:3]=1[N+:11]([O-])=O.CO>O1CCCC1.[C].[Pd]>[NH2:11][C:3]1[CH:4]=[C:5]([C:7]([O:9][CH3:10])=[O:8])[S:6][C:2]=1[CH3:1] |f:3.4|. Procedure: A mixture of methyl 5-methyl-4-nitrothiophene-2-carboxylate (95 g) and 10% palladium-carbon (50% containing water, 10 g) in tetrahydrofuran (250 mL)-methanol (250 mL) was stirred at 50° C. for 8 hr under a hydrogen atmosphere (0.3 MPa). The catalyst was filtered off, and the filtrate was concentrated under reduced pressure. The obtained residue was crystallized from diethyl ether to give methyl 4-amino-5-methylthiophene-2-carboxylate (58 g, yield 72%) as yellow crystals. melting point 91° C. Starting materials: [N+](=O)([O-])C=1C=NC=2CCCCC2C1 (3-nitro-5,6,7,8-tetrahydroquinoline). Reagents/catalysts: [C].[Pd] (palladium carbon). Solvent: CO (methanol). Product: NC=1C=NC=2CCCCC2C1 (3-Amino-5,6,7,8-tetrahydroquinoline). Yield: 97.1%. RXN SMILES: [N+:1]([C:4]1[CH:5]=[N:6][C:7]2[CH2:8][CH2:9][CH2:10][CH2:11][C:12]=2[CH:13]=1)([O-])=O>CO.[C].[Pd]>[NH2:1][C:4]1[CH:5]=[N:6][C:7]2[CH2:8][CH2:9][CH2:10][CH2:11][C:12]=2[CH:13]=1 |f:2.3|. Procedure details: A suspension of 15.8 g of 3-nitro-5,6,7,8-tetrahydroquinoline [synthesized according to the method as described in Bull. Chem. Soc. Jpn. Vol. 63 (1990), 2820] and 1.6 g of 5% palladium carbon in 300 ml of methanol is hydrogenerated at ordinary temperature under atmospheric pressure. The catalyst is filtered off, and the filtrate is concentrated in vacuo to remove the solvent. The resultant crude product is recrystallized from methylene chloride-isopropyl ether to give 12.76 g of the titled compo... The reactants are COC(C1=C(C=CC=C1)CBr)=O (2-bromomethyl-benzoic acid methyl ester), C(C)OC(CCCC1=CC=C(C=C1)N)=O (4-(4-amino-phenyl)butyric acid ethyl ester), NC1=CC=CC=C1 (aniline). Yields the product C(C)OC(CCCC1=CC=C(C=C1)N1C(C2=CC=CC=C2C1)=O)=O (4-[4-(1-oxo-1,3-dihydro-isoindol-2-yl)-phenyl]-butyric acid ethyl ester). Reaction SMILES: CO[C:3](=[O:12])[C:4]1[CH:9]=[CH:8][CH:7]=[CH:6][C:5]=1[CH2:10]Br.[CH2:13]([O:15][C:16](=[O:27])[CH2:17][CH2:18][CH2:19][C:20]1[CH:25]=[CH:24][C:23]([NH2:26])=[CH:22][CH:21]=1)[CH3:14].NC1C=CC=CC=1>>[CH2:13]([O:15][C:16](=[O:27])[CH2:17][CH2:18][CH2:19][C:20]1[CH:21]=[CH:22][C:23]([N:26]2[CH2:10][C:5]3[C:4](=[CH:9][CH:8]=[CH:7][CH:6]=3)[C:3]2=[O:12])=[CH:24][CH:25]=1)[CH3:14]. Procedure details: By using 2-bromomethyl-benzoic acid methyl ester and 4-(4-amino-phenyl)butyric acid ethyl ester instead of 2-bromomethyl-6-nitro-benzoic acid methyl ester and aniline used in Example 25, synthesis was performed in the same manner as that of Example 25 to obtain 4-[4-(1-oxo-1,3-dihydro-isoindol-2-yl)-phenyl]-butyric acid ethyl ester (Compound 19) as a white powdery substance.